The task is: describe an organic reaction: reactants, conditions, products, and yield. This data is from the Open Reaction Database (ORD), a public repository of structured organic reaction records. The reactants are ClCCl, CN(C)C, Oc1cc(F)ccc1F, CCCC(CC)O[SH]1C=C(Cl)NN(N)N1. Product: CCCC(CC)O[SH]1C=C(Oc2cc(F)ccc2F)NN(N)N1. Reaction SMILES: [CH2:29]([Cl:30])[Cl:31].[CH3:1][N:2]([CH3:3])[CH3:4].[F:20][c:21]1[c:22]([OH:28])[cH:23][c:24]([F:27])[cH:25][cH:26]1.[NH2:5][N:6]1[NH:7][SH:8]([O:13][CH:14]([CH2:15][CH3:16])[CH2:17][CH2:18][CH3:19])[CH:9]=[C:10]([Cl:12])[NH:11]1>>[NH2:5][N:6]1[NH:7][SH:8]([O:13][CH:14]([CH2:15][CH3:16])[CH2:17][CH2:18][CH3:19])[CH:9]=[C:10]([O:28][c:22]2[c:21]([F:20])[cH:26][cH:25][c:24]([F:27])[cH:23]2)[NH:11]1. Starting materials: C(C)(C)(C)OC(=O)NC1CCN(CC1)C1=CN=CC(=N1)C1=CN(C2=CC=C(C=C12)[N+](=O)[O-])C(=O)OC(C)(C)C (tert-butyl 3-(6-(4-(tert-butoxycarbonylamino)piperidin-1-yl)pyrazin-2-yl)-5-nitro-1H-indole-1-carboxylate), CO.Cl (MeOH—HCl). Run at temperature 60 celsius. Product: [N+](=O)([O-])C=1C=C2C(=CNC2=CC1)C1=CN=CC(=N1)N1CCC(CC1)N (1-(6-(5-nitro-1H-indol-3-yl)pyrazin-2-yl)piperidin-4-amine). Yield: 23.1%. Reaction SMILES: C(OC([NH:8][CH:9]1[CH2:14][CH2:13][N:12]([C:15]2[N:20]=[C:19]([C:21]3[C:29]4[C:24](=[CH:25][CH:26]=[C:27]([N+:30]([O-:32])=[O:31])[CH:28]=4)[N:23](C(OC(C)(C)C)=O)[CH:22]=3)[CH:18]=[N:17][CH:16]=2)[CH2:11][CH2:10]1)=O)(C)(C)C.CO.Cl>>[N+:30]([C:27]1[CH:28]=[C:29]2[C:24](=[CH:25][CH:26]=1)[NH:23][CH:22]=[C:21]2[C:19]1[N:20]=[C:15]([N:12]2[CH2:11][CH2:10][CH:9]([NH2:8])[CH2:14][CH2:13]2)[CH:16]=[N:17][CH:18]=1)([O-:32])=[O:31] |f:1.2|. Reported procedure: To tert-butyl 3-(6-(4-(tert-butoxycarbonylamino)piperidin-1-yl)pyrazin-2-yl)-5-nitro-1H-indole-1-carboxylate (170 mg, 0.32 mmol) was added 3N MeOH—HCl (3.5 mL) and then heated at 60° C. overnight. The reaction mixture was quenched with water and neutralized with K2CO3. The resulting precipitate was filtered, washed with water and dried to obtain the crude compound. This crude compound was re-crystallized in ethanol to obtain the title compound as a pale yellow solid (25 mg). MS (ESI, pos. ion) m... Starting materials: Brc1ccc2ncccc2c1, CCCC[NH+](CCCC)CCCC, CC=O, [F-], C[Si](C)(C)C(F)(F)F, CN(C)C=O. The product is CC(O)(c1ccc2cc(Br)ccc2n1)C(F)(F)F. RXN SMILES: [Br:4][c:5]1[cH:6][c:7]2[cH:8][cH:9][cH:10][n:11][c:12]2[cH:13][cH:14]1.[CH2:24]([NH+:25]([CH2:26][CH2:27][CH2:28][CH3:29])[CH2:30][CH2:31][CH2:32][CH3:33])[CH2:34][CH2:35][CH3:36].[CH:1]([CH3:2])=[O:3].[F-:23].[F:15][C:16]([F:17])([F:18])[Si:19]([CH3:20])([CH3:21])[CH3:22].[O:37]=[CH:38][N:39]([CH3:40])[CH3:41]>>[C:1]([CH3:2])([OH:3])([c:10]1[cH:9][cH:8][c:7]2[cH:6][c:5]([Br:4])[cH:14][cH:13][c:12]2[n:11]1)[C:16]([F:15])([F:17])[F:18]. Reactants: C(C)(C)C(C1=CC(OC)=C(OC)C=C1)Cl (α-isopropyl-veratryl chloride), [C-]#N.[Na+] (sodium cyanide), [OH-].[Na+] (sodium hydroxide). Run in C(C)N(CC)CC (triethylamine), O (water), O (water). The product is C(C)(C)C(C1=CC(OC)=C(OC)C=C1)C#N (α-isopropylveratryl cyanide). As a reaction SMILES: [CH:1]([CH:4](Cl)[C:5]1[CH:14]=[CH:13][C:10]([O:11][CH3:12])=[C:7]([O:8][CH3:9])[CH:6]=1)([CH3:3])[CH3:2].[C-:16]#[N:17].[Na+].[OH-].[Na+]>O.C(N(CC)CC)C>[CH:1]([CH:4]([C:16]#[N:17])[C:5]1[CH:14]=[CH:13][C:10]([O:11][CH3:12])=[C:7]([O:8][CH3:9])[CH:6]=1)([CH3:3])[CH3:2] |f:1.2,3.4|. Procedure details: 457.4 g (2 mol) of α-isopropyl-veratryl chloride, 108 g (2.2 mol) of sodium cyanide, 10 mol-% of phase transfer catalyst, 100 ml of water and 800 ml of triethylamine are stirred together for 5 hours at 60° C. After the addition of 60 ml of 30% sodium hydroxide solution and 300 ml of water, the organic phase is separated off. After removal of the triethylamine by distillation, the residue is distilled in a fine vacuum. The distillate obtained is recrystallised from methanol/water. Yields the product ClC1=CC=C(C=C1)C1=CC(=NN1C1=CC=CC=C1)CCCN1CCN(CC1)C1=CC=CC=C1 (1-(3-(5-(4-chlorophenyl)-1-phenyl-1H-pyrazol-3-yl)propyl)-4-phenylpiperazine). Starting materials: ClC1=CC=C(C=C1)C1=CC(=NN1C1=CC=CC=C1)CCC=O (3-(5-(4-chlorophenyl)-1-phenyl-1H-pyrazol-3-yl)-propanal), [BH-](OC(=O)C)(OC(=O)C)OC(=O)C.[Na+] (NaBH(OAc)3), C1(=CC=CC=C1)N1CCNCC1 (1-phenylpiperazine), CCN(C(C)C)C(C)C (DIPEA). As a reaction SMILES: [Cl:1][C:2]1[CH:7]=[CH:6][C:5]([C:8]2[N:12]([C:13]3[CH:18]=[CH:17][CH:16]=[CH:15][CH:14]=3)[N:11]=[C:10]([CH2:19][CH2:20][CH:21]=O)[CH:9]=2)=[CH:4][CH:3]=1.[C:23]1([N:29]2[CH2:34][CH2:33][NH:32][CH2:31][CH2:30]2)[CH:28]=[CH:27][CH:26]=[CH:25][CH:24]=1.CCN(C(C)C)C(C)C.[BH-](OC(C)=O)(OC(C)=O)OC(C)=O.[Na+]>>[Cl:1][C:2]1[CH:7]=[CH:6][C:5]([C:8]2[N:12]([C:13]3[CH:18]=[CH:17][CH:16]=[CH:15][CH:14]=3)[N:11]=[C:10]([CH2:19][CH2:20][CH2:21][N:32]3[CH2:33][CH2:34][N:29]([C:23]4[CH:28]=[CH:27][CH:26]=[CH:25][CH:24]=4)[CH2:30][CH2:31]3)[CH:9]=2)=[CH:4][CH:3]=1 |f:3.4|. Procedure: 121 mg (80%) of target compound was obtained by using a method same as in Example 1 by using 3-(5-(4-chlorophenyl)-1-phenyl-1H-pyrazol-3-yl)-propanal (100 mg, 0.307 mmol), 1-phenylpiperazine (0.046 mL, 0.307 mmol), DIPEA (0.080 mL, 0.461 mmol) and NaBH(OAc)3 (195 mg, 0.921 mmol). Reactants: 1-L, stainless steel, O(C1=CC(=C(C=C1)C(=O)OC)C(=O)OC)C1=CC(=C(C=C1)C(=O)OC)C(=O)OC (oxydi(3,4-dicarbomethoxybenzene)). Reagents/catalysts: [Rh] (rhodium on alumina). Run in C1CCOC1 (THF). Reaction conditions: temperature 120 celsius. Product: O(C1CC(C(CC1)C(=O)OC)C(=O)OC)C1CC(C(CC1)C(=O)OC)C(=O)OC (Tetramethyl Oxydi(cyclohexane-3,4-dicarboxylate)). Reaction SMILES: [O:1]([C:16]1[CH:21]=[CH:20][C:19]([C:22]([O:24][CH3:25])=[O:23])=[C:18]([C:26]([O:28][CH3:29])=[O:27])[CH:17]=1)[C:2]1[CH:7]=[CH:6][C:5]([C:8]([O:10][CH3:11])=[O:9])=[C:4]([C:12]([O:14][CH3:15])=[O:13])[CH:3]=1>[Rh].C1COCC1>[O:1]([CH:16]1[CH2:21][CH2:20][CH:19]([C:22]([O:24][CH3:25])=[O:23])[CH:18]([C:26]([O:28][CH3:29])=[O:27])[CH2:17]1)[CH:2]1[CH2:7][CH2:6][CH:5]([C:8]([O:10][CH3:11])=[O:9])[CH:4]([C:12]([O:14][CH3:15])=[O:13])[CH2:3]1. Procedure: A 1-L stainless steel autoclave was charged with 100 g of oxydi(3,4-dicarbomethoxybenzene), 3.00 g of 5% rhodium on alumina, and 750 mL of THF. With stirring, the reactor was purged several times with hydrogen and then charged to approximately 2000 psi of hydrogen. The reaction mixture was heated to 120° C., and the mixture was allowed to stir for 20 h. The reactor was cooled and vented, and the crude reaction mixture removed. The solution was filtered to remove catalyst and then concentrated us...